This data is from the Open Reaction Database (ORD), a public repository of structured organic reaction records. The task is: describe an organic reaction: reactants, conditions, products, and yield Reactants: C[C@]([C@H]1C[C@@]23CC[C@@]1([C@H]4[C@@]25CCN[C@@H]3CC6=C5C(=C(C=C6)O)O4)OC)(C(C)(C)C)O (norbuprenorphine), C1(CC1)CBr (cyclopropylmethyl bromide). Solvent: O (water). Product: C[C@]([C@H]1C[C@@]23CC[C@]1([C@H]4[C@@]25CCN([C@@H]3CC6=C5C(=C(C=C6)O)O4)CC7CC7)OC)(C(C)(C)C)O (buprenorphine). As a reaction SMILES: [CH3:1][C@@:2]([OH:30])([C:26]([CH3:29])([CH3:28])[CH3:27])[C@@H:3]1[C@@:8]2([O:24][CH3:25])[C@@H:9]3[O:23][C:18]4=[C:19]([OH:22])[CH:20]=[CH:21][C:16]5=[C:17]4[C@:10]43[CH2:11][CH2:12][NH:13][C@H:14]([CH2:15]5)[C@@:5]4([CH2:6][CH2:7]2)[CH2:4]1.[CH:31]1([CH2:34]Br)[CH2:33][CH2:32]1>O>[CH3:1][C@@:2]([OH:30])([C:26]([CH3:29])([CH3:28])[CH3:27])[C@@H:3]1[C@:8]2([O:24][CH3:25])[C@@H:9]3[O:23][C:18]4=[C:19]([OH:22])[CH:20]=[CH:21][C:16]5=[C:17]4[C@:10]43[CH2:11][CH2:12][N:13]([CH2:34][CH:31]3[CH2:33][CH2:32]3)[C@H:14]([CH2:15]5)[C@@:5]4([CH2:6][CH2:7]2)[CH2:4]1. Reported procedure: In an illustrative embodiment, a mixture of norbuprenorphine, a mild base, and cyclopropylmethyl bromide are heated in an oilbath at about 80-100° C. until the reaction is substantially complete. The reaction mixture is then added over 5 minutes to 160 ml of water, with mechanical stirring, yielding a gum. The mixture is stirred and filtered, and the filter cake is washed with water. The HPLC will show about 90% by area of desired product, and 0.2-0.5% of an N-butenyl substituted impurity. The r... Reactants: C1CCOC1, CCOC(C)=O, CCOC(=O)N=NC(=O)OCC, O=C1CCNc2cc(O)ccc21, OCCn1ccnc1. Product: O=C1CCNc2cc(OCCn3ccnc3)ccc21. As a reaction SMILES: [CH2:33]1[O:34][CH2:35][CH2:36][CH2:37]1.[CH3:38][CH2:39][O:40][C:41]([CH3:42])=[O:43].[O:21]=[C:22]([O:23][CH2:24][CH3:25])[N:26]=[N:27][C:28]([O:29][CH2:30][CH3:31])=[O:32].[OH:1][c:2]1[cH:3][cH:4][c:5]2[c:10]([cH:11]1)[NH:9][CH2:8][CH2:7][C:6]2=[O:12].[n:13]1([CH2:18][CH2:19][OH:20])[cH:14][n:15][cH:16][cH:17]1>>[O:1]([c:2]1[cH:3][cH:4][c:5]2[c:10]([cH:11]1)[NH:9][CH2:8][CH2:7][C:6]2=[O:12])[CH2:19][CH2:18][n:13]1[cH:14][n:15][cH:16][cH:17]1. Reactants: O=C(Cl)c1cc(Br)cs1, CCN(C(C)C)C(C)C, ClCCl, NCCN1CCOCC1. Reaction SMILES: [Br:1][c:2]1[cH:3][c:4]([C:7](=[O:8])[Cl:9])[s:5][cH:6]1.[CH:10]([N:11]([CH2:12][CH3:13])[CH:14]([CH3:15])[CH3:16])([CH3:17])[CH3:18].[Cl:28][CH2:29][Cl:30].[NH2:19][CH2:20][CH2:21][N:22]1[CH2:23][CH2:24][O:25][CH2:26][CH2:27]1>>[Br:1][c:2]1[cH:3][c:4]([C:7](=[O:8])[NH:19][CH2:20][CH2:21][N:22]2[CH2:23][CH2:24][O:25][CH2:26][CH2:27]2)[s:5][cH:6]1. Yields the product O=C(NCCN1CCOCC1)c1cc(Br)cs1. Reactants: CC1=C(N=CN1)CSCCN (2-(5-Methyl-4-imidazolylmethylthio)ethylamine), [N+](=O)([O-])NC1=NC=C(C(N1)=O)CC1=CC(N(C=C1)CC1=CC=CC=C1)=O (2-nitroamino-5-(1-benzyl-2-oxopyridin-4-ylmethyl)pyrimidin-4-one). Solvent: N1=CC=CC=C1 (pyridine). The product is CC1=C(N=CN1)CSCCNC1=NC=C(C(N1)=O)CC1=CC(N(C=C1)CC1=CC=CC=C1)=O (2-[2-(5-Methyl-4-imidazolylmethylthio)ethylamino]-5-(1-benzyl-2-oxopyridin-4-ylmethyl)pyrimidin-4-one). As a reaction SMILES: [CH3:1][C:2]1[NH:6][CH:5]=[N:4][C:3]=1[CH2:7][S:8][CH2:9][CH2:10][NH2:11].[N+](N[C:16]1[NH:21][C:20](=[O:22])[C:19]([CH2:23][C:24]2[CH:29]=[CH:28][N:27]([CH2:30][C:31]3[CH:36]=[CH:35][CH:34]=[CH:33][CH:32]=3)[C:26](=[O:37])[CH:25]=2)=[CH:18][N:17]=1)([O-])=O>N1C=CC=CC=1>[CH3:1][C:2]1[NH:6][CH:5]=[N:4][C:3]=1[CH2:7][S:8][CH2:9][CH2:10][NH:11][C:16]1[NH:21][C:20](=[O:22])[C:19]([CH2:23][C:24]2[CH:29]=[CH:28][N:27]([CH2:30][C:31]3[CH:36]=[CH:35][CH:34]=[CH:33][CH:32]=3)[C:26](=[O:37])[CH:25]=2)=[CH:18][N:17]=1. Procedure details: 2-[2-(5-Methyl-4-imidazolylmethylthio)ethylamine (1.28 g) and 2-nitroamino-5-(1-benzyl-2-oxopyridin-4-ylmethyl)pyrimidin-4-one (2.47 g) were refluxed in pyridine (12 ml) for 20 hours. The reaction mixture was evaporated under reduced pressure and the glassy residue washed with hot water. The mixture was allowed to cool and the water was decanted to give the title compound as a residue. This residue was taken up in isopropanol, treated with ethanolic HCl, evaporated under reduced pressure and cry... Reactants: C1(=CC=CC=C1)C1=COC=C1 (3-Phenylfuran), C(O)([O-])=O.[Na+] (sodium hydrogen carbonate), anhydride, C(C)(=O)O (acetic acid), C1(=CC=C(C=C1)S(=O)(=O)O)C (p-toluenesulphonic acid). Solvent: C(C)#N (acetonitrile), C(C)OCC (diethyl ether). Run at time 64 hour. The product is C(C)(=O)C=1OC=C(C1)C1=CC=CC=C1 (2-acetyl-4-phenylfuran), C(C)(=O)C1(COC=C1)C1=CC=CC=C1 (3-acetyl-3-phenylfuran). The yield is 43.0%. RXN SMILES: [C:1]1([C:7]2[CH:11]=[CH:10][O:9][CH:8]=2)[CH:6]=[CH:5][CH:4]=[CH:3][CH:2]=1.[C:12](O)(=[O:14])[CH3:13].C1(C)C=CC(S(O)(=O)=O)=CC=1.C(=O)([O-])O.[Na+]>C(#N)C.C(OCC)C>[C:12]([C:10]1[O:9][CH:8]=[C:7]([C:1]2[CH:2]=[CH:3][CH:4]=[CH:5][CH:6]=2)[CH:11]=1)(=[O:14])[CH3:13].[C:12]([C:7]1([C:1]2[CH:2]=[CH:3][CH:4]=[CH:5][CH:6]=2)[CH:11]=[CH:10][O:9][CH2:8]1)(=[O:14])[CH3:13] |f:3.4|. Procedure details: 3-Phenylfuran (4.3 g) was dissolved in 80 ml of acetonitrile under argon and treated while stirring with 8.6 g of the mixed anhydride from acetic acid and p-toluenesulphonic acid. The reaction solution was stirred at room temperature for 64 hours and subsequently stirred with 150 ml of saturated sodium hydrogen carbonate solution and 150 ml of diethyl ether 30 minutes. The phases were separated and the aqueous phase was extracted once with a further 100 ml of diethyl ether. The organic phases we... Reactants: C(C)OC(=O)C1=CN(C2=CC(=C(C=C2C1=O)F)C(CBr)=O)CC (7-bromoacetyl-1-ethyl-6-fluoro-1,4-dihydro-4-oxo-3-quinolinecarboxylic acid ethyl ester), C(C)(=O)NC(C(=S)N)C (2-(acetylamino)thiopropionamide). Run in C(C)O (ethanol). Product: C(C)OC(=O)C1=CN(C2=CC(=C(C=C2C1=O)F)C=1N=C(SC1)C(C)NC(C)=O)CC (7-[2-[1-(N-acetylamino)ethyl]-4-thiazolyl]-1-ethyl-6-fluoro-1,4-dihydro-4-oxo-3-quinolinecarboxylic acid ethyl ester). As a reaction SMILES: [CH2:1]([O:3][C:4]([C:6]1[C:15](=[O:16])[C:14]2[C:9](=[CH:10][C:11]([C:18](=O)[CH2:19]Br)=[C:12]([F:17])[CH:13]=2)[N:8]([CH2:22][CH3:23])[CH:7]=1)=[O:5])[CH3:2].[C:24]([NH:27][CH:28]([CH3:32])[C:29]([NH2:31])=[S:30])(=[O:26])[CH3:25]>C(O)C>[CH2:1]([O:3][C:4]([C:6]1[C:15](=[O:16])[C:14]2[C:9](=[CH:10][C:11]([C:18]3[N:31]=[C:29]([CH:28]([NH:27][C:24](=[O:26])[CH3:25])[CH3:32])[S:30][CH:19]=3)=[C:12]([F:17])[CH:13]=2)[N:8]([CH2:22][CH3:23])[CH:7]=1)=[O:5])[CH3:2]. Procedure: According to example 30, reacting 7-bromoacetyl-1-ethyl-6-fluoro-1,4-dihydro-4-oxo-3-quinolinecarboxylic acid ethyl ester with 2-(acetylamino)thiopropionamide in ethanol gave 7-[2-[1-(N-acetylamino)ethyl]-4-thiazolyl]-1-ethyl-6-fluoro-1,4-dihydro-4-oxo-3-quinolinecarboxylic acid ethyl ester, mp 236°-238° C., which was hydrolyzed with refluxing 6N hydrochloric acid to afford the title compound, mp 246°-250° C. (dec). The reactants are O1[C@@H]2[C@H]1CC1=CC=CC=C21 (cis-(±)-1,2-epoxyindan), C(C)#N (acetonitrile), ClCCl (dichloromethane), S(O)(O)(=O)=O (sulfuric acid), O1[C@@H]2[C@H]1CC1=CC=CC=C21 (cis-(±)-1,2-epoxyindan), cis-amide. Run in O (water). Conditions: temperature -30 celsius, time 1 hour. The product is N[C@H]1[C@H](CC2=CC=CC=C12)O (cis-(±)-1-aminoindan-2-ol). Isolated yield 66.8%. As a reaction SMILES: [O:1]1[C@@H:3]2[CH2:4][C:5]3[C:10]([C@H:2]12)=[CH:9][CH:8]=[CH:7][CH:6]=3.C(#[N:13])C.ClCCl.S(=O)(=O)(O)O>O>[NH2:13][C@@H:2]1[C:10]2[C:5](=[CH:6][CH:7]=[CH:8][CH:9]=2)[CH2:4][C@@H:3]1[OH:1]. Procedure: Into a 300 ml four-neck flask, 10.0 g (75.8 mmol) of cis-(±)-1,2-epoxyindan (VI), 50 ml of acetonitrile, and 40 ml of dichloromethane were introduced. This mixture was cooled to -30° C. in a dry ice/acetone bath. To this mixture, 11.14 g (113.6 mmol) of 100% sulfuric acid (prepared from 97% sulfuric acid and fuming sulfuric acid) was dropwise added at -30° to -27° C. in a period of 1 hour. When left for 1 hour to return to room temperature, the mixture became white and turbid to form a slurry. A... Yields the product COc1cc(OC2CCN(C(=O)OC(C)(C)C)CC2)ccc1C(=O)O. As a reaction SMILES: [CH3:1][O:2][C:3]([c:4]1[c:5]([O:24][CH3:25])[cH:6][c:7]([O:10][CH:11]2[CH2:12][CH2:13][N:14]([C:17](=[O:18])[O:19][C:20]([CH3:21])([CH3:22])[CH3:23])[CH2:15][CH2:16]2)[cH:8][cH:9]1)=[O:26].[CH3:29][CH2:30][OH:31].[Na+:28].[OH-:27]>>[O:2]=[C:3]([c:4]1[c:5]([O:24][CH3:25])[cH:6][c:7]([O:10][CH:11]2[CH2:12][CH2:13][N:14]([C:17](=[O:18])[O:19][C:20]([CH3:21])([CH3:22])[CH3:23])[CH2:15][CH2:16]2)[cH:8][cH:9]1)[OH:26]. Starting materials: COC(=O)c1ccc(OC2CCN(C(=O)OC(C)(C)C)CC2)cc1OC, CCO, [Na+], [OH-].